From a dataset of the Open Reaction Database (ORD), a public repository of structured organic reaction records. describe an organic reaction: reactants, conditions, products, and yield Starting materials: C1CCOC1, COc1cc(OC2CCN(C(=O)OC(C)(C)C)CC2)ccc1C(=O)O, O=S(Cl)Cl, c1ccncc1. The product is COc1cc(OC2CCN(C(=O)OC(C)(C)C)CC2)ccc1C(=O)Cl. Reaction SMILES: [CH2:36]1[O:37][CH2:38][CH2:39][CH2:40]1.[CH3:1][O:2][c:3]1[c:4]([C:5](=[O:6])[OH:7])[cH:8][cH:9][c:10]([O:12][CH:13]2[CH2:14][CH2:15][N:16]([C:19](=[O:20])[O:21][C:22]([CH3:23])([CH3:24])[CH3:25])[CH2:17][CH2:18]2)[cH:11]1.[S:26]([Cl:27])([Cl:28])=[O:29].[cH:30]1[cH:31][cH:32][n:33][cH:34][cH:35]1>>[CH3:1][O:2][c:3]1[c:4]([C:5](=[O:6])[Cl:28])[cH:8][cH:9][c:10]([O:12][CH:13]2[CH2:14][CH2:15][N:16]([C:19](=[O:20])[O:21][C:22]([CH3:23])([CH3:24])[CH3:25])[CH2:17][CH2:18]2)[cH:11]1. Reactants: CCOC(C)=O, O=[N+]([O-])c1cccnc1Cl, Nc1ccccc1. Product: O=[N+]([O-])c1cccnc1Nc1ccccc1. As a reaction SMILES: [CH3:18][CH2:19][O:20][C:21](=[O:22])[CH3:23].[Cl:1][c:2]1[n:3][cH:4][cH:5][cH:6][c:7]1[N+:8](=[O:9])[O-:10].[NH2:11][c:12]1[cH:13][cH:14][cH:15][cH:16][cH:17]1>>[c:2]1([NH:11][c:12]2[cH:13][cH:14][cH:15][cH:16][cH:17]2)[n:3][cH:4][cH:5][cH:6][c:7]1[N+:8](=[O:9])[O-:10]. Reactants: ClC1=CC=C(C=C1)N1CCNCC1 (1-(4-chlorophenyl)piperazine), ClCCC1CN(C(O1)=O)C (5-(2-chloroethyl)-3-methyl-2-oxazolidinone), C([O-])([O-])=O.[Na+].[Na+] (sodium carbonate), [I-].[K+] (potassium iodide). The solvent is C(CCC)O (1-butanol), CC(C)O (2-propanol). Product: ClC1=CC=C(C=C1)N1CCN(CC1)CCC1CN(C(O1)=O)C (5-[2-[4-(4-Chlorophenyl)-1-piperazinyl]ethyl]-3-methyl-2-oxazolidinone). The yield is 72.9%. RXN SMILES: [Cl:1][C:2]1[CH:7]=[CH:6][C:5]([N:8]2[CH2:13][CH2:12][NH:11][CH2:10][CH2:9]2)=[CH:4][CH:3]=1.Cl[CH2:15][CH2:16][CH:17]1[O:21][C:20](=[O:22])[N:19]([CH3:23])[CH2:18]1.C(=O)([O-])[O-].[Na+].[Na+].[I-].[K+]>C(O)CCC.CC(O)C>[Cl:1][C:2]1[CH:3]=[CH:4][C:5]([N:8]2[CH2:13][CH2:12][N:11]([CH2:15][CH2:16][CH:17]3[O:21][C:20](=[O:22])[N:19]([CH3:23])[CH2:18]3)[CH2:10][CH2:9]2)=[CH:6][CH:7]=1 |f:2.3.4,5.6|. Procedure: This compound was prepared according to the procedure of Example 2. A mixture of 4.9 g (0.025 mol) of 1-(4-chlorophenyl)piperazine, 4.1 g (0.025 mol) of 5-(2-chloroethyl)-3-methyl-2-oxazolidinone, 8.0 g (0.075 mol) of anhydrous sodium carbonate and 0.4 g of potassium iodide in 150 mL of 1-butanol gave 5.9 g (73%) of white solid, mp 113°-114° C. (2-propanol). Reactants: CS(=O)(=O)Cl, CCOC(C)=O, ClCCl, Cn1c(C#N)ccc1-c1ccc(N)cc1C(F)(F)F, O, c1ccncc1. Yields the product Cn1c(C#N)ccc1-c1ccc(NS(C)(=O)=O)cc1C(F)(F)F. Reaction SMILES: [CH3:20][S:21]([Cl:22])(=[O:23])=[O:24].[CH3:35][CH2:36][O:37][C:38](=[O:39])[CH3:40].[Cl:26][CH2:27][Cl:28].[NH2:1][c:2]1[cH:3][c:4]([C:16]([F:17])([F:18])[F:19])[c:5](-[c:8]2[cH:9][cH:10][c:11]([C:14]#[N:15])[n:12]2[CH3:13])[cH:6][cH:7]1.[OH2:25].[cH:29]1[cH:30][cH:31][n:32][cH:33][cH:34]1>>[NH:1]([c:2]1[cH:3][c:4]([C:16]([F:17])([F:18])[F:19])[c:5](-[c:8]2[cH:9][cH:10][c:11]([C:14]#[N:15])[n:12]2[CH3:13])[cH:6][cH:7]1)[S:21]([CH3:20])(=[O:23])=[O:24]. The reactants are CS(=O)(=O)O[C@@H]1C(N(CC1)CC1=CC=C(C=C1)C)=O ((S)-1-(4-methylbenzyl)-2-oxopyrrolidin-3-yl methanesulfonate), F[C@@H]1CN(CC[C@H]1C1=CC(=C(C=C1)O)F)C(=O)OC(C)(C)C ((3S,4S)-tert-butyl 3-fluoro-4-(3-fluoro-4-hydroxyphenyl)piperidine-1-carboxylate), CCN(C(C)C)C(C)C (DIPEA). Solvent: C(C)#N (acetonitrile), C(C)#N (acetonitrile). Reaction conditions: temperature 80 celsius, time 16 hour. Product: FC1=C(C=CC(=C1)[C@H]1[C@@H](CNCC1)F)O (2-fluoro-4-((3S,4S)-3-fluoropiperidin-4-yl)phenol). The yield is 41.0%. Reaction SMILES: CS(O[C@H]1CCN(CC2C=CC(C)=CC=2)C1=O)(=O)=O.[F:20][C@H:21]1[C@H:26]([C:27]2[CH:32]=[CH:31][C:30]([OH:33])=[C:29]([F:34])[CH:28]=2)[CH2:25][CH2:24][N:23](C(OC(C)(C)C)=O)[CH2:22]1.CCN(C(C)C)C(C)C>C(#N)C>[F:34][C:29]1[CH:28]=[C:27]([C@@H:26]2[CH2:25][CH2:24][NH:23][CH2:22][C@H:21]2[F:20])[CH:32]=[CH:31][C:30]=1[OH:33]. Procedure details: A solution of (S)-1-(4-methylbenzyl)-2-oxopyrrolidin-3-yl methanesulfonate (0.106 g, 0.375 mmol, from example 112, step D) in acetonitrile (1 mL) was added to a mixture of 2-fluoro-4-((3S,4S)-3-fluoropiperidin-4-yl)phenol (0.04 g, 0.188 mmol, from step E) and DIPEA (0.098 mL, 0.563 mmol) in acetonitrile (2 mL) heated at 80° C. The reaction mixture was then stirred at 80° C. for 16 h. The mixture was allowed to cool to rt and then concentrated in vacuo. The residue was purified using preparative ...